describe an organic reaction: reactants, conditions, products, and yield From a dataset of the Open Reaction Database (ORD), a public repository of structured organic reaction records. Reactants: C(#C)[C@]1([C@]2(C)[C@@H](CC1)[C@@H]1CC(=C3CC(CC[C@]3(C)C1=CC2)=O)F)O (17α-Ethynyl-6-fluoro-17β-hydroxyandrost-5,9(11)-diene-3-one). Solvent: C1CCOC1 (THF). Run at time 3 hour. The product is C(#C)[C@]1([C@]2(C)[C@@H](CC1)[C@@H]1C[C@@H](C3=CC(CC[C@]3(C)C1=CC2)=O)F)O (17α-Ethynyl-6α-fluoro-17β-hydroxyandrost-4,9(11)-diene-3-one). RXN SMILES: [C:1]([C@:3]1([OH:24])[CH2:8][CH2:7][C@H:6]2[C@H:9]3[C:19](=[CH:20][CH2:21][C@:4]12[CH3:5])[C@:17]1([CH3:18])[C:12]([CH2:13][C:14](=[O:22])[CH2:15][CH2:16]1)=[C:11]([F:23])[CH2:10]3)#[CH:2]>C1COCC1>[C:1]([C@:3]1([OH:24])[CH2:8][CH2:7][C@H:6]2[C@H:9]3[C:19](=[CH:20][CH2:21][C@:4]12[CH3:5])[C@:17]1([CH3:18])[C:12](=[CH:13][C:14](=[O:22])[CH2:15][CH2:16]1)[C@@H:11]([F:23])[CH2:10]3)#[CH:2]. Procedure details: 17α-Ethynyl-6-fluoro-17β-hydroxyandrost-5,9(11)diene-3-one (VI, Example 11) is dissolved in THF (200 ml) and the mixture dried over sodium sulfate. The dried solution is filtered and cooled in an ice bath to which concentrated hydrochloric acid (20 ml) is added slowly. After stirring at 20°-25° for 3 hr the solution is cooled in an ice bath and water (140 ml) is added followed by sodium hydroxide (50%) to neutralize the solution. The pH is checked by pH meter. The THF is removed under reduced pr...